Dataset: the Open Reaction Database (ORD), a public repository of structured organic reaction records. Task: describe an organic reaction: reactants, conditions, products, and yield Starting materials: Br (HBr), CS(=O)(=O)O (methanesulfonic acid), ClC=1C=CC=2C(C3=C(NC2C1)C(=NN(C3=O)C3=CC=C(C=C3)OC)O)=O (7-chloro-4-hydroxy-2-(4-methoxyphenyl)-1,2,5,10-tetrahydropyridazino[4,5-b]quinoline-1,10-dione). Run in solution. Reaction conditions: temperature 110 celsius. The product is ClC=1C=CC=2C(C3=C(NC2C1)C(=NN(C3=O)C3=CC=C(C=C3)O)O)=O (7-Chloro-4-hydroxy-2-(4-hydroxyphenyl)-1,2,5,10-tetrahydropyridazino[4,5-b]quinoline-1,10-dione). As a reaction SMILES: Br.CS(O)(=O)=O.[Cl:7][C:8]1[CH:9]=[CH:10][C:11]2[C:12](=[O:32])[C:13]3[C:21](=[O:22])[N:20]([C:23]4[CH:28]=[CH:27][C:26]([O:29]C)=[CH:25][CH:24]=4)[N:19]=[C:18]([OH:31])[C:14]=3[NH:15][C:16]=2[CH:17]=1>>[Cl:7][C:8]1[CH:9]=[CH:10][C:11]2[C:12](=[O:32])[C:13]3[C:21](=[O:22])[N:20]([C:23]4[CH:24]=[CH:25][C:26]([OH:29])=[CH:27][CH:28]=4)[N:19]=[C:18]([OH:31])[C:14]=3[NH:15][C:16]=2[CH:17]=1. Procedure: To a 50 mL solution of 5:1 48% HBr:methanesulfonic acid was added 7-chloro-4-hydroxy-2-(4-methoxyphenyl)-1,2,5,10-tetrahydropyridazino[4,5-b]quinoline-1,10-dione (1.0328 g, 27.9 mM). The resulting suspension was heated to 110° C. over 3.5 hours. HPLC analysis afforded a total conversion to a new material. The suspension was cooled to room temperature and filtered through a Buchner funnel. The yellow solid was washed 2× with 100 mL portions of distilled water followed by 200 mL of a 1:1 solution ... The reactants are CCOC(=O)c1c(C)n(Cc2ccccc2)c2ccc(O)cc12, CCO, [Na+], [OH-], O. Product: Cc1c(C(=O)O)c2cc(O)ccc2n1Cc1ccccc1. RXN SMILES: [CH2:1]([c:2]1[cH:3][cH:4][cH:5][cH:6][cH:7]1)[n:8]1[c:9]([CH3:23])[c:10]([C:18](=[O:19])[O:20][CH2:21][CH3:22])[c:11]2[cH:12][c:13]([OH:17])[cH:14][cH:15][c:16]12.[CH3:26][CH2:27][OH:28].[Na+:25].[OH-:24].[OH2:29]>>[CH2:1]([c:2]1[cH:3][cH:4][cH:5][cH:6][cH:7]1)[n:8]1[c:9]([CH3:23])[c:10]([C:18](=[O:19])[OH:20])[c:11]2[cH:12][c:13]([OH:17])[cH:14][cH:15][c:16]12. Procedure details: A mixture of tert-butyl 2-((6S)-4-chloro-2,3,9-trimethyl-6H-isoxazolo[5,4-c]thieno[2,3-e]azepin-6-yl)acetate, a form of intermediate 18, prepared according to Example 14 (0.220 g, 0.58 mmol) and phenol (0.276 g, 2.90 mmol) in pyridine (1 mL) was heated at 130° C. for 1 h by MW. After the solvent was removed in vacuo, the residue was washed with 1 N NaOH, dried by anhydrous Na2SO4. The product was purified by Prep-TLC (PE:EA=4:1) to give tert-butyl 2-((6S)-2,3,9-trimethyl-4-phenoxy-6H-isoxazolo[5... Reaction conditions: temperature 130 celsius. Reaction SMILES: Cl[C:2]1[C:3]2[C:23]([CH3:24])=[C:22]([CH3:25])[S:21][C:4]=2[C:5]2[C:19]([CH3:20])=[N:18][O:17][C:6]=2[C@H:7]([CH2:9][C:10]([O:12][C:13]([CH3:16])([CH3:15])[CH3:14])=[O:11])[N:8]=1.[C:26]1([OH:32])[CH:31]=[CH:30][CH:29]=[CH:28][CH:27]=1>N1C=CC=CC=1>[CH3:25][C:22]1[S:21][C:4]2[C:5]3[C:19]([CH3:20])=[N:18][O:17][C:6]=3[C@H:7]([CH2:9][C:10]([O:12][C:13]([CH3:16])([CH3:15])[CH3:14])=[O:11])[N:8]=[C:2]([O:32][C:26]3[CH:31]=[CH:30][CH:29]=[CH:28][CH:27]=3)[C:3]=2[C:23]=1[CH3:24]. The product is CC1=C(C2=C(C3=C([C@@H](N=C2OC2=CC=CC=C2)CC(=O)OC(C)(C)C)ON=C3C)S1)C (tert-butyl 2-((6S)-2,3,9-trimethyl-4-phenoxy-6H-isoxazolo[5,4-c]thieno[2,3-e]azepin-6-yl)acetate). The solvent is N1=CC=CC=C1 (pyridine). The yield is 7.9%. Starting materials: ClC=1C2=C(C3=C([C@@H](N1)CC(=O)OC(C)(C)C)ON=C3C)SC(=C2C)C (tert-butyl 2-((6S)-4-chloro-2,3,9-trimethyl-6H-isoxazolo[5,4-c]thieno[2,3-e]azepin-6-yl)acetate), C1(=CC=CC=C1)O (phenol), intermediate 18, Example 14. The reactants are ClC1=NC(=CC2=CC=C(C=C12)OC)NC1=NNC(=C1)C ((1-chloro-7-methoxy-isoquinolin-3-yl)-(5-methyl-1H-pyrazol-3-yl)-amine). Solvent: CC(C)O (propan-2-ol). Product: C(C)(C)OC1=NC(=CC2=CC=C(C=C12)OC)NC1=NNC(=C1)C ((1-isopropoxy-7-methoxy-isoquinolin-3-yl)-(5-methyl-1H-pyrazol-3-yl)-amine). Reaction SMILES: Cl[C:2]1[C:11]2[C:6](=[CH:7][CH:8]=[C:9]([O:12][CH3:13])[CH:10]=2)[CH:5]=[C:4]([NH:14][C:15]2[CH:19]=[C:18]([CH3:20])[NH:17][N:16]=2)[N:3]=1>CC(O)C>[CH:9]([O:12][C:2]1[C:11]2[C:6](=[CH:7][CH:8]=[C:9]([O:12][CH3:13])[CH:10]=2)[CH:5]=[C:4]([NH:14][C:15]2[CH:19]=[C:18]([CH3:20])[NH:17][N:16]=2)[N:3]=1)([CH3:10])[CH3:8]. Reported procedure: Similar procedure as described in example 10 was used, starting from propan-2-ol and (1-chloro-7-methoxy-isoquinolin-3-yl)-(5-methyl-1H-pyrazol-3-yl)-amine to give (1-isopropoxy-7-methoxy-isoquinolin-3-yl)-(5-methyl-1H-pyrazol-3-yl)-amine. LC-MS m/e 313(MH+).